This data is from the Open Reaction Database (ORD), a public repository of structured organic reaction records. The task is: describe an organic reaction: reactants, conditions, products, and yield Reactants: CC(C)(C)OC(=O)c1ccc(NC2CCN(c3nc(N)c4ccccc4n3)CC2)cc1, O=C(O)C(F)(F)F. Yields the product Nc1nc(N2CCC(Nc3ccc(C(=O)O)cc3)CC2)nc2ccccc12. Reaction SMILES: [C:1]([CH3:2])([CH3:3])([CH3:4])[O:5][C:6]([c:7]1[cH:8][cH:9][c:10]([NH:13][CH:14]2[CH2:15][CH2:16][N:17]([c:20]3[n:21][c:22]4[cH:23][cH:24][cH:25][cH:26][c:27]4[c:28]([NH2:30])[n:29]3)[CH2:18][CH2:19]2)[cH:11][cH:12]1)=[O:31].[OH:32][C:33]([C:34]([F:35])([F:36])[F:37])=[O:38]>>[O:5]=[C:6]([c:7]1[cH:8][cH:9][c:10]([NH:13][CH:14]2[CH2:15][CH2:16][N:17]([c:20]3[n:21][c:22]4[cH:23][cH:24][cH:25][cH:26][c:27]4[c:28]([NH2:30])[n:29]3)[CH2:18][CH2:19]2)[cH:11][cH:12]1)[OH:31]. Starting materials: FC1=C(C(=O)Cl)C=CC(=C1)F (2,4-difluorobenzoyl chloride), NC(C#N)(CN1N=C2C(=C(C=C(C2=C1)Cl)Cl)Cl)C (2-amino-2-methyl-3-(4,6,7-trichloro-2H-indazol-2-yl)propionitrile), TEA. Solvent: C1CCOC1 (THF), C1CCOC1 (THF). Yields the product C(#N)C(CN1N=C2C(=C(C=C(C2=C1)Cl)Cl)Cl)(C)NC(C1=C(C=C(C=C1)F)F)=O (N-[1-Cyano-1-methyl-2-(4,6,7-trichloro-2H-indazol-2-yl)ethyl]-2,4-difluorobenzamide), residue. Reaction SMILES: [F:1][C:2]1[CH:10]=[C:9]([F:11])[CH:8]=[CH:7][C:3]=1[C:4](Cl)=[O:5].[NH2:12][C:13]([CH3:29])([CH2:16][N:17]1[CH:25]=[C:24]2[C:19]([C:20]([Cl:28])=[C:21]([Cl:27])[CH:22]=[C:23]2[Cl:26])=[N:18]1)[C:14]#[N:15]>C1COCC1>[C:14]([C:13]([NH:12][C:4](=[O:5])[C:3]1[CH:7]=[CH:8][C:9]([F:11])=[CH:10][C:2]=1[F:1])([CH3:29])[CH2:16][N:17]1[CH:25]=[C:24]2[C:19]([C:20]([Cl:28])=[C:21]([Cl:27])[CH:22]=[C:23]2[Cl:26])=[N:18]1)#[N:15]. Procedure details: Using a procedure similar to that described in Example 60, except using a solution of 2,4-difluorobenzoyl chloride (0.16 mmole) in THF and a solution of 2-amino-2-methyl-3-(4,6,7-trichloro-2H-indazol-2-yl)propionitrile (0.075 mmole, described in Example 147) in THF mixed with TEA (3% v./v.), the title compound was isolated as solid residue (13.9 mg). It was dissolved in DMSO for further biological evaluation and analyzed by LCMS. MS (ES): M/Z [M+H]=443, RT=0.71 min. Procedure: To a stirred solution of 6α-amino androsta-1,4-diene-3,17-dione (1,4 g) in 5.5 ml of dry pyridine, 2.8 ml of acetic anhydride are added dropwise at room temperature. The solution is stirred for 90 minutes and then water is dropped into the cooled (0° C.) solution. After 10 minutes stirring the reaction mixture is extracted with five 100 ml portions of ethyl acetate which are collected and dried over anhydrous sodium sulphate. The solvent is then removed in vacuum to yield a crude which is purifi... Conditions: temperature 0 celsius, time 90 minute. Reactants: N[C@H]1C[C@H]2[C@@H]3CCC([C@@]3(C)CC[C@@H]2[C@]2(C=CC(C=C12)=O)C)=O (6α-amino androsta-1,4-diene-3,17-dione), N1=CC=CC=C1 (pyridine), O (water). Reaction SMILES: [NH2:1][C@@H:2]1[C:19]2[C@:14]([CH3:21])([CH:15]=[CH:16][C:17](=[O:20])[CH:18]=2)[C@@H:13]2[C@H:4]([C@H:5]3[C@@:9]([CH2:11][CH2:12]2)([CH3:10])[C:8](=[O:22])[CH2:7][CH2:6]3)[CH2:3]1.[OH2:23].N1[CH:29]=[CH:28]C=CC=1>C(OC(=O)C)(=O)C>[C:28]([NH:1][C@@H:2]1[C:19]2[C@:14]([CH3:21])([CH:15]=[CH:16][C:17](=[O:20])[CH:18]=2)[C@@H:13]2[C@H:4]([C@H:5]3[C@@:9]([CH2:11][CH2:12]2)([CH3:10])[C:8](=[O:22])[CH2:7][CH2:6]3)[CH2:3]1)(=[O:23])[CH3:29]. The product is C(C)(=O)N[C@H]1C[C@H]2[C@@H]3CCC([C@@]3(C)CC[C@@H]2[C@]2(C=CC(C=C12)=O)C)=O (6α-acetylamino androsta-1,4-diene-3,17-dione). The solvent is C(C)(=O)OC(C)=O (acetic anhydride). Starting materials: C(C)C=1C=C(C(=NC1)N1CCN(CC1)C(=O)C1=C(C=C(C=C1)N1C(OC[C@H]1CO)=O)C)C ((R)-3-{4-[4-(5-ethyl-3-methylpyridin-2-yl)piperazine-1-carbonyl]-3-methylphenyl}-4-hydroxymethyloxazolidin-2-one), CI (methyl iodide). Product: C(C)C=1C=C(C(=NC1)N1CCN(CC1)C(=O)C1=C(C=C(C=C1)N1C(OC[C@H]1COC)=O)C)C ((R)-3-{4-[4-(5-ethyl-3-methylpyridin-2-yl)piperazine-1-carbonyl]-3-methylphenyl}-4-methoxymethyloxazolidin-2-one). RXN SMILES: [CH2:1]([C:3]1[CH:4]=[C:5]([CH3:32])[C:6]([N:9]2[CH2:14][CH2:13][N:12]([C:15]([C:17]3[CH:22]=[CH:21][C:20]([N:23]4[C@H:27]([CH2:28][OH:29])[CH2:26][O:25][C:24]4=[O:30])=[CH:19][C:18]=3[CH3:31])=[O:16])[CH2:11][CH2:10]2)=[N:7][CH:8]=1)[CH3:2].[CH3:33]I>>[CH2:1]([C:3]1[CH:4]=[C:5]([CH3:32])[C:6]([N:9]2[CH2:10][CH2:11][N:12]([C:15]([C:17]3[CH:22]=[CH:21][C:20]([N:23]4[C@H:27]([CH2:28][O:29][CH3:33])[CH2:26][O:25][C:24]4=[O:30])=[CH:19][C:18]=3[CH3:31])=[O:16])[CH2:13][CH2:14]2)=[N:7][CH:8]=1)[CH3:2]. Reported procedure: By reaction and treatment in the same manner as in Example 73 and using (R)-3-{4-[4-(5-ethyl-3-methylpyridin-2-yl)piperazine-1-carbonyl]-3-methylphenyl}-4-hydroxymethyloxazolidin-2-one (150 mg) described in Example 222 and methyl iodide (21 μL), (R)-3-{4-[4-(5-ethyl-3-methylpyridin-2-yl)piperazine-1-carbonyl]-3-methylphenyl}-4-methoxymethyloxazolidin-2-one was obtained. The obtained compound was dissolved in a mixture of ethyl acetate and methanol, 4N hydrogen chloride/ethyl acetate was added, a...